Task: describe an organic reaction: reactants, conditions, products, and yield. Dataset: the Open Reaction Database (ORD), a public repository of structured organic reaction records Reactants: BrC=1N(C=2N=C(NC(C2N1)=O)N)CC1=CC=C(S1)CC (8-bromo-9-(5-ethyl-2-thenyl)guanine), NN (hydrazine), COCCO (2-Methoxyethanol). The solvent is O (water). Conditions: time 48 hour. Product: NC=1N(C=2N=C(NC(C2N1)=O)N)CC=1SC(=CC1)CC (8-Amino-9-(5-ethyl-2-thienylmethyl)guanine). Reaction SMILES: Br[C:2]1[N:3]([CH2:13][C:14]2[S:18][C:17]([CH2:19][CH3:20])=[CH:16][CH:15]=2)[C:4]2[N:5]=[C:6]([NH2:12])[NH:7][C:8](=[O:11])[C:9]=2[N:10]=1.[NH2:21]N.COCCO>O>[NH2:21][C:2]1[N:3]([CH2:13][C:14]2[S:18][C:17]([CH2:19][CH3:20])=[CH:16][CH:15]=2)[C:4]2[N:5]=[C:6]([NH2:12])[NH:7][C:8](=[O:11])[C:9]=2[N:10]=1. Procedure details: A mixture of 8-bromo-9-(5-ethyl-2-thenyl)guanine (6.5 g; 18.3 mmol) and 60% aqueous hydrazine (200 ml) was heated to reflux under nitrogen atmosphere for 20 hours. 2-Methoxyethanol (50 ml) was added and the refluxing continued for an additional 48 hours in the open air. The orange-brown solution was cooled, diluted with water (150 ml) and allowed to crystallize in the refrigerator overnight. The crude product thus obtained was converted to the hydrochloride salt by recrystallizing from boiling i... Starting materials: FC=1C2=CC(=CC=C2C=2C=CC(=CC2C1F)Br)Br (9,10-difluoro-2,7-dibromophenanthrene), FC1(C2=CC(=CC=C2C=2C=CC(=CC2C1(F)F)Br)Br)F (9,9,10,10-tetrafluoro-2,7-dibromo-9,10-dihydrophenanthrene), Grignard reagents. Yields the product FC=1C2=CC(=CC=C2C=2C=CC(=CC2C1F)CCCCCC)CCCCCC (9,10-Difluoro-2,7-dihexylphenanthrene). Reported procedure: In analogy to Examples 1 and 2, 9,10-difluoro-2,7-dibromophenanthrene and 9,9,10,10-tetrafluoro-2,7-dibromo-9,10-dihydrophenanthrene can be reacted with other Grignard reagents to give symmetrically substituted compounds of the formula (Ia1) and (Ia2). As a reaction SMILES: [F:1][C:2]1[C:3]2[C:8]([C:9]3[CH:10]=[CH:11][C:12](Br)=[CH:13][C:14]=3[C:15]=1[F:16])=[CH:7][CH:6]=[C:5](Br)[CH:4]=2.F[C:20]1(F)[C:33](F)(F)[C:32]2C=C(Br)C=CC=2C2[C:21]1=[CH:22][C:23](Br)=CC=2>>[F:1][C:2]1[C:3]2[C:8]([C:9]3[CH:10]=[CH:11][C:12]([CH2:4][CH2:3][CH2:2][CH2:15][CH2:14][CH3:9])=[CH:13][C:14]=3[C:15]=1[F:16])=[CH:7][CH:6]=[C:5]([CH2:32][CH2:33][CH2:20][CH2:21][CH2:22][CH3:23])[CH:4]=2.